This data is from the Open Reaction Database (ORD), a public repository of structured organic reaction records. The task is: describe an organic reaction: reactants, conditions, products, and yield Conditions: temperature 120 celsius, time 14 hour. The product is IC1=CC=C(C(=N1)OC)N (6-iodo-2-methoxypyridin-3-amine). Reactants: [I-].[Na+] (Sodium iodide), CNCCNC (N,N′-dimethylethylenediamine), BrC1=CC=C(C(=N1)OC)N (6-bromo-2-methoxypyridin-3-amine), O (water). The yield is 78.1%. Reported procedure: Sodium iodide (40 g), copper iodide (6.0 g) and N,N′-dimethylethylenediamine (7 mL) was added to a solution of 6-bromo-2-methoxypyridin-3-amine (26 g) in 1,4-dioxane (250 mL) in a nitrogen gas stream, and the mixture was stirred at 120° C. for 14 hours. The reaction solution was left to cool, and then water and ethyl acetate were added. Filtration through celite was followed by extraction. The organic layer was washed with a 20% sodium thiosulfate solution and brine, dried over anhydrous magnesi... The reagents and catalysts are [Cu](I)I (copper iodide). Solvent: O1CCOCC1 (1,4-dioxane), C(C)(=O)OCC (ethyl acetate). Reaction SMILES: [I-:1].[Na+].CNCCNC.Br[C:10]1[N:15]=[C:14]([O:16][CH3:17])[C:13]([NH2:18])=[CH:12][CH:11]=1.O>O1CCOCC1.[Cu](I)I.C(OCC)(=O)C>[I:1][C:10]1[N:15]=[C:14]([O:16][CH3:17])[C:13]([NH2:18])=[CH:12][CH:11]=1 |f:0.1|. The reactants are Cc1ccccc1, Cn1cccc1, COc1ccc(C(=O)Cl)cc1. Yields the product COc1ccc(C(=O)c2cccn2C)cc1. Reaction SMILES: [CH3:18][c:19]1[cH:20][cH:21][cH:22][cH:23][cH:24]1.[CH3:1][n:2]1[cH:3][cH:4][cH:5][cH:6]1.[CH3:7][O:8][c:9]1[cH:10][cH:11][c:12]([C:13](=[O:14])[Cl:15])[cH:16][cH:17]1>>[CH3:1][n:2]1[c:3]([C:13]([c:12]2[cH:11][cH:10][c:9]([O:8][CH3:7])[cH:17][cH:16]2)=[O:14])[cH:4][cH:5][cH:6]1. Reactants: BrC1=C(C(=C(C=C1)O)[N+](=O)[O-])C (4-bromo-3-methyl-2-nitrophenol), C(C1=CC=CC=C1)Br (benzyl bromide), C([O-])([O-])=O.[K+].[K+] (potassium carbonate). The solvent is CC(=O)C (acetone). Product: C(C1=CC=CC=C1)OC=1C(=C(C(=CC1)Br)C)[N+](=O)[O-] (3-Benzyloxy-6-bromo-2-nitrotoluene). As a reaction SMILES: [Br:1][C:2]1[CH:7]=[CH:6][C:5]([OH:8])=[C:4]([N+:9]([O-:11])=[O:10])[C:3]=1[CH3:12].[CH2:13](Br)[C:14]1[CH:19]=[CH:18][CH:17]=[CH:16][CH:15]=1.C(=O)([O-])[O-].[K+].[K+]>CC(C)=O>[CH2:13]([O:8][C:5]1[C:4]([N+:9]([O-:11])=[O:10])=[C:3]([CH3:12])[C:2]([Br:1])=[CH:7][CH:6]=1)[C:14]1[CH:19]=[CH:18][CH:17]=[CH:16][CH:15]=1 |f:2.3.4|. Reported procedure: The reaction was carried out in a manner similar to Reference Example 12 a) except for using 5.11 g (29.9 mmol) of 4-bromo-3-methyl-2-nitrophenol, 6.30 g (27.2 mmol) of benzyl bromide, 8.26 g (59.7 mmol) of potassium carbonate and 150 ml of acetone. 3-Benzyloxy-6-bromo-2-nitrotoluene was thus obtained in the yield of 5.10 g (58.3%). Starting materials: C(C)(C)(C)C1=NC=C(C(=N1)N)C1=NC2=C(C=NC(=C2)C(C)(C)C)N1 (2-(2-tert-butyl-4-aminopyrimidin-5-yl)-6-tert-butyl-3H-imidazo[4,5-c]pyridine), NC1=NC=CC=C1C=1NC2=C(N1)C=CC=C2 (2-(2-aminopyridin-3-yl)benzimidazole). The product is C1=NC=NC2=C1C1=NC3=CC=NC=C3N1C=N2 (2,4,5,6a,8,11-Hexaazabenzo[a]fluorene). As a reaction SMILES: C([C:5]1[N:10]=[C:9]([NH2:11])[C:8]([C:12]2[NH:24][C:15]3[CH:16]=[N:17][C:18](C(C)(C)C)=[CH:19][C:14]=3[N:13]=2)=[CH:7][N:6]=1)(C)(C)C.N[C:26]1C(C2NC3C=CC=CC=3N=2)=CC=CN=1>>[CH:7]1[C:8]2[C:12]3[N:24]([CH:26]=[N:11][C:9]=2[N:10]=[CH:5][N:6]=1)[C:15]1[C:14](=[CH:19][CH:18]=[N:17][CH:16]=1)[N:13]=3. Procedure details: Preparation analogous to 7), using 32.4 g (100 mmol) of 2-(2-tert-butyl-4-aminopyrimidin-5-yl)-6-tert-butyl-3H-imidazo[4,5-c]pyridine (S56) (employed as equimolar mixture with 2,6-di-tert-butyl-3H-imidazo[4,5-c]-pyridine as obtained from synthesis 27)) instead of 100 mmol of the 2-(2-aminopyridin-3-yl)benzimidazole derivative. After crystallisation from methanol, the crude products are passed through a silica-gel column (heptane:ethyl acetate, 3:1 vv). The solids obtained in this way are freed f... Starting materials: C1CCNCC1, CCO, O=C1Cc2c(cccc2-c2ccc(F)c(Cl)c2)N1, Cc1cc(C(=O)NCCN2CCCC2)c(C=O)[nH]1. The product is Cc1cc(C(=O)NCCN2CCCC2)c(C=C2C(=O)Nc3cccc(-c4ccc(F)c(Cl)c4)c32)[nH]1. RXN SMILES: [CH2:37]1[CH2:38][CH2:39][NH:40][CH2:41][CH2:42]1.[CH3:43][CH2:44][OH:45].[Cl:1][c:2]1[cH:3][c:4](-[c:9]2[c:10]3[c:14]([cH:15][cH:16][cH:17]2)[NH:13][C:12](=[O:18])[CH2:11]3)[cH:5][cH:6][c:7]1[F:8].[N:19]1([CH2:24][CH2:25][NH:26][C:27](=[O:28])[c:29]2[c:30]([CH:35]=[O:36])[nH:31][c:32]([CH3:34])[cH:33]2)[CH2:20][CH2:21][CH2:22][CH2:23]1>>[Cl:1][c:2]1[cH:3][c:4](-[c:9]2[c:10]3[c:14]([cH:15][cH:16][cH:17]2)[NH:13][C:12](=[O:18])[C:11]3=[CH:35][c:30]2[c:29]([C:27]([NH:26][CH2:25][CH2:24][N:19]3[CH2:20][CH2:21][CH2:22][CH2:23]3)=[O:28])[cH:33][c:32]([CH3:34])[nH:31]2)[cH:5][cH:6][c:7]1[F:8]. Starting materials: O=C([O-])[O-], CCOC(C)=O, O=C(O)c1ccc2c(-c3ccnc(NC4CCCC4)n3)c(-c3ccc(F)cc3)nn2c1NC1CCCC1, [Cl-], ClCCl, Cl, Cl, Cl, [K+], [K+], NO, C1CCOC1, O=S(Cl)Cl. Yields the product O=C(NO)c1ccc2c(-c3ccnc(NC4CCCC4)n3)c(-c3ccc(F)cc3)nn2c1NC1CCCC1. RXN SMILES: [C:47](=[O:48])([O-:49])[O-:50].[CH3:62][CH2:63][O:64][C:65](=[O:66])[CH3:67].[CH:3]1([NH:8][c:9]2[c:10]([C:37](=[O:38])[OH:39])[cH:11][cH:12][c:13]3[n:14]2[n:15][c:16](-[c:30]2[cH:31][cH:32][c:33]([F:36])[cH:34][cH:35]2)[c:17]3-[c:18]2[n:19][c:20]([NH:24][CH:25]3[CH2:26][CH2:27][CH2:28][CH2:29]3)[n:21][cH:22][cH:23]2)[CH2:4][CH2:5][CH2:6][CH2:7]1.[Cl-:53].[Cl:59][CH2:60][Cl:61].[ClH:1].[ClH:2].[ClH:44].[K+:51].[K+:52].[NH2:45][OH:46].[O:54]1[CH2:55][CH2:56][CH2:57][CH2:58]1.[S:40]([Cl:41])([Cl:42])=[O:43]>>[CH:3]1([NH:8][c:9]2[c:10]([C:37](=[O:39])[NH:45][OH:46])[cH:11][cH:12][c:13]3[n:14]2[n:15][c:16](-[c:30]2[cH:31][cH:32][c:33]([F:36])[cH:34][cH:35]2)[c:17]3-[c:18]2[n:19][c:20]([NH:24][CH:25]3[CH2:26][CH2:27][CH2:28][CH2:29]3)[n:21][cH:22][cH:23]2)[CH2:4][CH2:5][CH2:6][CH2:7]1. Product: C=CCOC(=O)c1ccc(NC)c(OCC=C)c1. Reactants: C=CCOC(=O)c1ccc(N)c(OCC=C)c1, CCOC(OCC)OCC, O=C(O)C(F)(F)F. As a reaction SMILES: [CH2:1]([CH:2]=[CH2:3])[O:4][c:5]1[cH:6][c:7]([C:8](=[O:9])[O:10][CH2:11][CH:12]=[CH2:13])[cH:14][cH:15][c:16]1[NH2:17].[CH2:25]([O:26][CH:27]([O:28][CH2:29][CH3:30])[O:31][CH2:32][CH3:33])[CH3:34].[OH:18][C:19]([C:20]([F:21])([F:22])[F:23])=[O:24]>>[CH2:1]([CH:2]=[CH2:3])[O:4][c:5]1[cH:6][c:7]([C:8](=[O:9])[O:10][CH2:11][CH:12]=[CH2:13])[cH:14][cH:15][c:16]1[NH:17][CH3:19]. Reactants: COC1=CC2=C(CCCNC2=O)C=C1 (8-methoxy-2,3,4,5-tetrahydro-1H-2-benzazepin-1-one), [H-].[Na+] (NaH), C(C=C)Br (allylbromide). The solvent is CN(C=O)C (N,N-dimethylformamide), [Cl-].[Na+].O (brine). Reaction conditions: time 15 minute. The product is C(C=C)N1C(C2=C(CCC1)C=CC(=C2)OC)=O (2-allyl-8-methoxy-2,3,4,5-tetrahydro-1H-2-benzazepin-1-one). Isolated yield 83.0%. RXN SMILES: [CH3:1][O:2][C:3]1[CH:14]=[CH:13][C:6]2[CH2:7][CH2:8][CH2:9][NH:10][C:11](=[O:12])[C:5]=2[CH:4]=1.[H-].[Na+].[CH2:17](Br)[CH:18]=[CH2:19]>CN(C)C=O.[Cl-].[Na+].O>[CH2:19]([N:10]1[CH2:9][CH2:8][CH2:7][C:6]2[CH:13]=[CH:14][C:3]([O:2][CH3:1])=[CH:4][C:5]=2[C:11]1=[O:12])[CH:18]=[CH2:17] |f:1.2,5.6.7|. Procedure: A solution of 8-methoxy-2,3,4,5-tetrahydro-1H-2-benzazepin-1-one (10.0 g, 0.052 mol) in N,N-dimethylformamide (30 mL) and allylbromide (23 mL, 0.260 mL) was treated with NaH (60% by wt. dispersion in oil, 2.50 g, 0.063 mol) and the resulting grey suspension stirred at room temperature under an atmosphere of argon. Gas evolution was noted. After 15 minutes, the solution was diluted with brine and partitioned between ethyl acetate and brine. The combined organic layers were concentrated in vacuo a... Starting materials: CCOC(=O)C(Cc1ccc(OCC(C)(C)c2ccccc2)cc1)SC#N, CCO, O. The product is CC(C)(COc1ccc(CC2SC(=O)NC2=O)cc1)c1ccccc1. RXN SMILES: [CH3:1][C:2]([CH2:3][O:4][c:5]1[cH:6][cH:7][c:8]([CH2:11][CH:12]([C:13](=[O:14])[O:15][CH2:16][CH3:17])[S:18][C:19]#[N:20])[cH:9][cH:10]1)([CH3:21])[c:22]1[cH:23][cH:24][cH:25][cH:26][cH:27]1.[CH3:29][CH2:30][OH:31].[OH2:28]>>[CH3:1][C:2]([CH2:3][O:4][c:5]1[cH:6][cH:7][c:8]([CH2:11][CH:12]2[C:13](=[O:14])[NH:20][C:19](=[O:28])[S:18]2)[cH:9][cH:10]1)([CH3:21])[c:22]1[cH:23][cH:24][cH:25][cH:26][cH:27]1.